From a dataset of the Open Reaction Database (ORD), a public repository of structured organic reaction records. describe an organic reaction: reactants, conditions, products, and yield Reactants: C(C)(=O)NNC(CCC=1N=C(SC1)NC1=NC=C(C=C1OCC1=CC=CC=C1)Br)=O (N′-acetyl-3-(2-(3-(benzyloxy)-5-bromopyridin-2-ylamino)thiazol-4-yl)propanehydrazide), O=P(Cl)(Cl)Cl (POCl3), O=P(Cl)(Cl)Cl (POCl3), O=P(Cl)(Cl)Cl (POCl3). Run in C(C)#N (acetonitrile). Run at temperature 50 celsius, time 3 day. Product: C(C1=CC=CC=C1)OC=1C(=NC=C(C1)Br)NC=1SC=C(N1)CCC=1OC(=NN1)C (3-(benzyloxy)-5-bromo-N-(4-(2-(5-methyl-1,3,4-oxadiazol-2-yl)ethyl)thiazol-2-yl)pyridin-2-amine). Yield: 28.2%. Reaction SMILES: [C:1]([NH:4][NH:5][C:6](=O)[CH2:7][CH2:8][C:9]1[N:10]=[C:11]([NH:14][C:15]2[C:20]([O:21][CH2:22][C:23]3[CH:28]=[CH:27][CH:26]=[CH:25][CH:24]=3)=[CH:19][C:18]([Br:29])=[CH:17][N:16]=2)[S:12][CH:13]=1)(=[O:3])[CH3:2].O=P(Cl)(Cl)Cl>C(#N)C>[CH2:22]([O:21][C:20]1[C:15]([NH:14][C:11]2[S:12][CH:13]=[C:9]([CH2:8][CH2:7][C:6]3[O:3][C:1]([CH3:2])=[N:4][N:5]=3)[N:10]=2)=[N:16][CH:17]=[C:18]([Br:29])[CH:19]=1)[C:23]1[CH:28]=[CH:27][CH:26]=[CH:25][CH:24]=1. Reported procedure: The crude N′-acetyl-3-(2-(3-(benzyloxy)-5-bromopyridin-2-ylamino)thiazol-4-yl)propanehydrazide (0.339 g, 0.691 mmol) was added acetonitrile (25 mL), POCl3 (0.380 ml, 4.15 mmol) and the mixture heated at 50° C. overnight. Additional POCl3 (0.5 mL) was added and the reaction was stirred for 3 days 50° C. Additional 0.5 ml POCl3 (0.5 mL) was added and the reaction was stirred at 50° C. for an additional 18 hours. The reaction was then concentrated to dryness, diluted with water, extracted with DCM,...